From a dataset of the Open Reaction Database (ORD), a public repository of structured organic reaction records. describe an organic reaction: reactants, conditions, products, and yield Starting materials: O=C([O-])[O-], CN(C)C=O, CCC12CCC(=O)C=C1c1c(cc(O)c(Cl)c1Cl)C2, O=C(O)CI, [K+], [K+], O. The product is CCC12CCC(=O)C=C1c1c(cc(OCC(=O)O)c(Cl)c1Cl)C2. As a reaction SMILES: [C:20](=[O:21])([O-:22])[O-:23].[CH3:26][N:27]([CH3:28])[CH:29]=[O:30].[Cl:1][c:2]1[c:3]2[c:11]([cH:12][c:13]([OH:16])[c:14]1[Cl:15])[CH2:10][C:9]1([CH2:17][CH3:18])[C:4]2=[CH:5][C:6](=[O:19])[CH2:7][CH2:8]1.[I:31][CH2:32][C:33](=[O:34])[OH:35].[K+:24].[K+:25].[OH2:36]>>[Cl:1][c:2]1[c:3]2[c:11]([cH:12][c:13]([O:16][CH2:32][C:33](=[O:34])[OH:35])[c:14]1[Cl:15])[CH2:10][C:9]1([CH2:17][CH3:18])[C:4]2=[CH:5][C:6](=[O:19])[CH2:7][CH2:8]1. Reactants: C1CCOC1, CCOC(=O)C(CCCc1ccc(OC)c2c1ccc(=O)n2C)C(=O)OCC, O=C1CCC(=O)N1Cl, ClCCl, Cl, [H-], [H][H], [Na+]. The product is CCOC(=O)C(Cl)(CCCc1ccc(OC)c2c1ccc(=O)n2C)C(=O)OCC. RXN SMILES: [CH2:45]1[O:46][CH2:47][CH2:48][CH2:49]1.[CH3:3][O:4][c:5]1[cH:6][cH:7][c:8]([CH2:17][CH2:18][CH2:19][CH:20]([C:21](=[O:22])[O:23][CH2:24][CH3:25])[C:26](=[O:27])[O:28][CH2:29][CH3:30])[c:9]2[cH:10][cH:11][c:12](=[O:16])[n:13]([CH3:15])[c:14]12.[Cl:33][N:34]1[C:35](=[O:36])[CH2:37][CH2:38][C:39]1=[O:40].[Cl:42][CH2:43][Cl:44].[ClH:41].[H-:1].[H:31][H:32].[Na+:2]>>[CH3:3][O:4][c:5]1[cH:6][cH:7][c:8]([CH2:17][CH2:18][CH2:19][C:20]([C:21](=[O:22])[O:23][CH2:24][CH3:25])([C:26](=[O:27])[O:28][CH2:29][CH3:30])[Cl:33])[c:9]2[cH:10][cH:11][c:12](=[O:16])[n:13]([CH3:15])[c:14]12. Starting materials: CC(=O)c1ccc(C)cc1 (effective_coupling_partner), CC(C)(C)C(=O)Oc1cccc2ccccc12 (substrate). Reagents/catalysts: dcypt. Run at temperature 150 celsius, time 24 hour. Product: Cc3ccc(C(=O)Cc1cccc2ccccc12)cc3. The reactants are ONC(=N)C1=C2CCC(C2=CC=C1)=NO (4-(N-hydroxyamidino)-2,3-dihydro-1H-inden-1-one oxime), NN1C(=NC(=C1)C1=C(C=CC(=C1)OC)OC)N (1,2-diamino-4-(2,5-dimethoxyphenyl)-imidazole), Cl (hydrochloric acid). The solvent is C(C)(C)O (isopropanol). Run at temperature 80 celsius. Product: Cl.Cl.ONC(=N)C1=C2CCC(C2=CC=C1)=NN1C(=NC(=C1)C1=C(C=CC(=C1)OC)OC)N (1-[4-(N-Hydroxyamidino)-2,3-dihydro-1H-inden-1 -ylideneamino]-2-amino-4-(2,5-dimethoxyphenyl)-imidazole dihydrochloride). As a reaction SMILES: [ClH:1].[OH:2][NH:3][C:4]([C:6]1[CH:14]=[CH:13][CH:12]=[C:11]2[C:7]=1[CH2:8][CH2:9][C:10]2=[N:15]O)=[NH:5].N[N:18]1[CH:22]=[C:21]([C:23]2[CH:28]=[C:27]([O:29][CH3:30])[CH:26]=[CH:25][C:24]=2[O:31][CH3:32])[N:20]=[C:19]1[NH2:33]>C(O)(C)C>[ClH:1].[ClH:1].[OH:2][NH:3][C:4]([C:6]1[CH:14]=[CH:13][CH:12]=[C:11]2[C:7]=1[CH2:8][CH2:9][C:10]2=[N:15][N:18]1[CH:22]=[C:21]([C:23]2[CH:28]=[C:27]([O:29][CH3:30])[CH:26]=[CH:25][C:24]=2[O:31][CH3:32])[N:20]=[C:19]1[NH2:33])=[NH:5] |f:4.5.6|. Reported procedure: 0.6 ml of concentrated hydrochloric acid is added, with stirring, to a mixture of 0.41 g (0.002 mol) of 4-(N-hydroxyamidino)-2,3-dihydro-1H-inden-1-one oxime, 0.47 g (0.002 mol) of 1,2-diamino-4-(2,5-dimethoxyphenyl)-imidazole and 10 ml of isopropanol, and the reaction mixture is stirred at 80° C. for 3.hours. The reaction mixture is filtered while hot and the filtration product is washed with isopropanol and dried. In that manner there is obtained the title compound, m.p. >220° C., 1H-NMR (DMSO... Starting materials: [K] (potassium), COC1=C(C(C2=C(C=C(C=C2)N(C)C)N(C)C)C2=C(C(=O)O)C=C(C=C2)N(C)C)C=CC(=C1)OC (2-[2,4-dimethoxy-2',4'-bis(dimethylamino)benzhydryl]-5-dimethylaminobenzoic acid). Yields the product COC1=C(C=CC(=C1)OC)C1(OC(=O)C2=CC(=CC=C12)N(C)C)C1=C(C=C(C=C1)N(C)C)N(C)C (3-(2,4-dimethoxyphenyl)-3-[2,4-bis(dimethylamino)phenyl]-6-dimethylaminophthalide). Reaction SMILES: [K].[CH3:2][O:3][C:4]1[CH:34]=[C:33]([O:35][CH3:36])[CH:32]=[CH:31][C:5]=1[CH:6]([C:19]1[CH:27]=[CH:26][C:25]([N:28]([CH3:30])[CH3:29])=[CH:24][C:20]=1[C:21]([OH:23])=[O:22])[C:7]1[CH:12]=[CH:11][C:10]([N:13]([CH3:15])[CH3:14])=[CH:9][C:8]=1[N:16]([CH3:18])[CH3:17]>>[CH3:2][O:3][C:4]1[CH:34]=[C:33]([O:35][CH3:36])[CH:32]=[CH:31][C:5]=1[C:6]1([C:7]2[CH:12]=[CH:11][C:10]([N:13]([CH3:15])[CH3:14])=[CH:9][C:8]=2[N:16]([CH3:17])[CH3:18])[C:19]2[C:20](=[CH:24][C:25]([N:28]([CH3:30])[CH3:29])=[CH:26][CH:27]=2)[C:21](=[O:23])[O:22]1 |^1:0|. Procedure: Following the procedure described in Example 1, part C above, for oxidizing the potassium salt of 2-[2,4-dimethoxy-2',4'-bis(dimethylamino)benzhydryl]-5-dimethylaminobenzoic acid, there was obtained 9.0 g of 3-(2,4-dimethoxyphenyl)-3-[2,4-bis(dimethylamino)phenyl]-6-dimethylaminophthalide (Formula I: R=CH3 ; X=H; Y=2,4-(CH3O)2C6H3 ; Z=2,4-[(CH3)2N]2C6H3) a reddish-brown-colored solid which melted over the range 153°-160° C. The reactants are C(C)(C)(C)NC1=CC=CC=C1 (tert-butylaniline), C[C@@H](C(=O)N1CCC[C@H]1C(=O)N2CCC[C@H]2C(=O)N3CCC[C@H]3C(=O)N4CCC[C@H]4C(=O)N5CCC[C@H]5C(=O)N6CCC[C@H]6C(=O)O)NC(=O)[C@@H]7CCCN7C(=O)[C@H](CC(=O)O)NC(=O)[C@H](CC8=CC=C(C=C8)O)N (TMOF), C(=O)C1=CC=C(C=C1)C=CC=CC(=O)O (5-(4-formylphenyl)penta-2,4-dienoic acid), C(#N)[BH3-].[Na+] (sodium cyanoborohydride). The solvent is CN(C)C=O (DMF), CN(C)C=O.CO (DMF MeOH), CN1CCCC1=O (NMP), CC(=O)O (HOAc). Reaction conditions: time 30 minute. Yields the product C(C)(C)(C)C1=CC=C(C=C1)NCC1=CC=C(C=C1)C=CC=CC(=O)O (5-{4-[(4-tert-Butylphenylamino)methyl]phenyl}-penta-2,4-dienoic Acid). Reaction SMILES: [CH:1]([C:3]1[CH:8]=[CH:7][C:6]([CH:9]=[CH:10][CH:11]=[CH:12][C:13]([OH:15])=[O:14])=[CH:5][CH:4]=1)=O.C([NH:20][C:21]1[CH:26]=[CH:25][CH:24]=[CH:23][CH:22]=1)(C)(C)C.C[C@H](NC([C@H]1N(C([C@@H](NC([C@@H](N)[CH2:93][C:94]2[CH:99]=CC(O)=C[CH:95]=2)=O)CC(O)=O)=O)CCC1)=O)C(N1[C@H](C(N2[C@H](C(N3[C@H](C(N4[C@H](C(N5[C@H](C(N6[C@H](C(O)=O)CCC6)=O)CCC5)=O)CCC4)=O)CCC3)=O)CCC2)=O)CCC1)=O.C([BH3-])#N.[Na+]>CN1C(=O)CCC1.CN(C=O)C.CN(C=O)C.CO.CC(O)=O>[C:94]([C:24]1[CH:23]=[CH:22][C:21]([NH:20][CH2:1][C:3]2[CH:8]=[CH:7][C:6]([CH:9]=[CH:10][CH:11]=[CH:12][C:13]([OH:15])=[O:14])=[CH:5][CH:4]=2)=[CH:26][CH:25]=1)([CH3:99])([CH3:95])[CH3:93] |f:3.4,7.8|. Procedure details: Resin linked 5-(4-formylphenyl)penta-2,4-dienoic acid (50 mg) was suspended in NMP:DCP (2 ml, 1:1) for 30 min, then washed with DMF (3×2 ml). The solvent was removed, and a solution of tert-butylaniline (30 mg, 0.2 mmol) in DMF:TMOF (1.5 ml, 1:1) was added followed by HOAc (100 μl). The mixture was stirred at 2 hours at room temperature, before adding a solution of sodium cyanoborohydride (11 mg, 0.15 mmol) in DMF-MeOH (1 ml, 1:1). The mixture was stirred overnight at room temperature, then drai... Reactants: BrC1=CC(=C(C(=O)[O-])C=C1)CBr (4-bromo-2-(bromomethyl)benzoate), NC1CCOCC1 (4-aminotetrahydropyran). Product: BrC=1C=C2CN(C(C2=CC1)=O)C1CCOCC1 (5-bromo-2-(tetrahydro-2H-pyran-4-yl)isoindolin-1-one). As a reaction SMILES: [Br:1][C:2]1[CH:10]=[CH:9][C:5]([C:6]([O-:8])=O)=[C:4]([CH2:11]Br)[CH:3]=1.[NH2:13][CH:14]1[CH2:19][CH2:18][O:17][CH2:16][CH2:15]1>>[Br:1][C:2]1[CH:3]=[C:4]2[C:5](=[CH:9][CH:10]=1)[C:6](=[O:8])[N:13]([CH:14]1[CH2:19][CH2:18][O:17][CH2:16][CH2:15]1)[CH2:11]2. Procedure: This compound was prepared by using procedures analogous to those described for the synthesis of Example 52, Step 6 starting from 4-bromo-2-(bromomethyl)benzoate (AstaTech Cat. No. 27012) and 4-aminotetrahydropyran (Aldrich Cat No. 711357). LCMS (M+H)+=296.0/298.0. Starting materials: C(CCC)C1=NC2=C(N1CC1=CC=C(C=C1)C1=C(C=CC=C1)C1=NN=NN1C(C1=CC=CC=C1)(C1=CC=CC=C1)C1=CC=CC=C1)C=CC=C2NC(=O)NN(C)C (4'-[(2-n-butyl-4-dimethylaminoaminocarbonylamino-benzimidazol-1-yl)-methyl]-2-(1-triphenylmethyl-tetrazol-5-yl)-biphenyl), Cl (hydrochloric acid), CCOCC.CO.C(Cl)Cl (ether methanol methylene chloride). The product is C(CCC)C1=NC2=C(N1CC1=CC=C(C=C1)C1=C(C=CC=C1)C1=NN=NN1)C=C(C=C2)NC(=O)NN(C)C (4'-[(2-n-Butyl-6-dimethylaminoaminocarbonylamino-benzimidazol-1-yl)-methyl]-2-(1H-tetrazol-5-yl)-biphenyl). RXN SMILES: [CH2:1]([C:5]1[N:9]([CH2:10][C:11]2[CH:16]=[CH:15][C:14]([C:17]3[CH:22]=[CH:21][CH:20]=[CH:19][C:18]=3[C:23]3[N:27](C(C4C=CC=CC=4)(C4C=CC=CC=4)C4C=CC=CC=4)[N:26]=[N:25][N:24]=3)=[CH:13][CH:12]=2)[C:8]2C=C[CH:49]=[C:50]([NH:51][C:52]([NH:54][N:55]([CH3:57])[CH3:56])=[O:53])[C:7]=2[N:6]=1)[CH2:2][CH2:3][CH3:4].Cl.CCO[CH2:62][CH3:63].CO.C(Cl)Cl>>[CH2:1]([C:5]1[N:9]([CH2:10][C:11]2[CH:12]=[CH:13][C:14]([C:17]3[CH:22]=[CH:21][CH:20]=[CH:19][C:18]=3[C:23]3[NH:27][N:26]=[N:25][N:24]=3)=[CH:15][CH:16]=2)[C:8]2[CH:7]=[C:50]([NH:51][C:52]([NH:54][N:55]([CH3:56])[CH3:57])=[O:53])[CH:49]=[CH:62][C:63]=2[N:6]=1)[CH2:2][CH2:3][CH3:4] |f:2.3.4|. Reported procedure: Prepared in analogous manner to Example 58b from 4'-[(2-n-butyl-4-dimethylaminoaminocarbonylamino-benzimidazol-1-yl)-methyl]-2-(1-triphenylmethyl-tetrazol-5-yl)-biphenyl and hydrochloric acid in ether/methanol/methylene chloride.